Dataset: the Open Reaction Database (ORD), a public repository of structured organic reaction records. Task: describe an organic reaction: reactants, conditions, products, and yield The reactants are CCOCC (Et2O), [Si](C)(C)(C(C)(C)C)O[C@H]1C[C@H]([C@H](CC1)N1C([C@H](CC1)NC(OCC1=CC=CC=C1)=O)=O)CCC (benzyl (S)-1-((1S,2R,4R)-4-(tert-butyldimethylsilyloxy)-2-propylcyclohexyl)-2-oxopyrrolidin-3-ylcarbamate), CC(=O)OI1(C=2C=CC=CC2C(=O)O1)(OC(=O)C)OC(=O)C (Dess-Martin periodinane), CC(=O)OI1(C=2C=CC=CC2C(=O)O1)(OC(=O)C)OC(=O)C (Dess-Martin periodinane). The solvent is CC(=O)O.C1CCOC1.O (HOAc THF water). Conditions: time 5 day. Yields the product O=C1N(CC[C@@H]1NC(OCC1=CC=CC=C1)=O)[C@@H]1[C@@H](CC(CC1)=O)CCC (benzyl (S)-2-oxo-1-((1S,2R)-4-oxo-2-propylcyclohexyl)pyrrolidin-3-ylcarbamate). The yield is 37.3%. RXN SMILES: [Si]([O:8][C@@H:9]1[CH2:14][CH2:13][C@H:12]([N:15]2[CH2:19][CH2:18][C@H:17]([NH:20][C:21](=[O:30])[O:22][CH2:23][C:24]3[CH:29]=[CH:28][CH:27]=[CH:26][CH:25]=3)[C:16]2=[O:31])[C@H:11]([CH2:32][CH2:33][CH3:34])[CH2:10]1)(C(C)(C)C)(C)C.CC(OI1(OC(C)=O)(OC(C)=O)OC(=O)C2C=CC=CC1=2)=O.CCOCC>CC(O)=O.C1COCC1.O>[O:31]=[C:16]1[C@@H:17]([NH:20][C:21](=[O:30])[O:22][CH2:23][C:24]2[CH:29]=[CH:28][CH:27]=[CH:26][CH:25]=2)[CH2:18][CH2:19][N:15]1[C@H:12]1[CH2:13][CH2:14][C:9](=[O:8])[CH2:10][C@H:11]1[CH2:32][CH2:33][CH3:34] |f:3.4.5|. Reported procedure: A sample of benzyl (S)-1-((1S,2R,4R)-4-(tert-butyldimethylsilyloxy)-2-propylcyclohexyl)-2-oxopyrrolidin-3-ylcarbamate (0.4 g, 0.82 mmol) was dissolved in 36 mL of 4:1:1 HOAc/THF/water and stirred at RT for 5 days. The volatiles were removed in vacuo and the residue was dissolved in EtOAc. The organic phase was washed with sat. NaHCO3, dried (MgSO4), filtered, and concentrated in vacuo. The residue was dissolved in methylene chloride (4 mL) and the resultant solution was cooled to 0° C. and charg... Reactants: CCCCCCCN(CCCC)CCCCc1ccc(N)cc1, CS(=O)(=O)Cl, [Ca+2], O=S(=O)([O-])[O-], c1ccncc1. Product: CCCCCCCN(CCCC)CCCCc1ccc(NS(C)(=O)=O)cc1. Reaction SMILES: [CH2:7]([CH2:8][CH2:9][CH3:10])[N:11]([CH2:12][CH2:13][CH2:14][CH2:15][c:16]1[cH:17][cH:18][c:19]([NH2:22])[cH:20][cH:21]1)[CH2:23][CH2:24][CH2:25][CH2:26][CH2:27][CH2:28][CH3:29].[CH3:30][S:31]([Cl:32])(=[O:33])=[O:34].[Ca+2:1].[O-:2][S:3](=[O:4])(=[O:5])[O-:6].[cH:35]1[cH:36][cH:37][n:38][cH:39][cH:40]1>>[CH2:7]([CH2:8][CH2:9][CH3:10])[N:11]([CH2:12][CH2:13][CH2:14][CH2:15][c:16]1[cH:17][cH:18][c:19]([NH:22][S:31]([CH3:30])(=[O:33])=[O:34])[cH:20][cH:21]1)[CH2:23][CH2:24][CH2:25][CH2:26][CH2:27][CH2:28][CH3:29].